The task is: describe an organic reaction: reactants, conditions, products, and yield. This data is from the Open Reaction Database (ORD), a public repository of structured organic reaction records. Starting materials: CS(=O)(=O)Cl, ClCCl, OCc1ccncc1F. Product: CS(=O)(=O)OCc1ccncc1F. RXN SMILES: [CH3:10][S:11]([Cl:12])(=[O:13])=[O:14].[Cl:15][CH2:16][Cl:17].[F:1][c:2]1[cH:3][n:4][cH:5][cH:6][c:7]1[CH2:8][OH:9]>>[F:1][c:2]1[cH:3][n:4][cH:5][cH:6][c:7]1[CH2:8][O:9][S:11]([CH3:10])(=[O:13])=[O:14]. Reactants: C(CCC)C1=NC2=C(N1CC1=CC=C(C=C1)C=1C(=CC=CC1)C(=O)OC(C)(C)C)C=C(C=C2C)NC(=O)N2CCOCC2 (tert.butyl 4'-[[2-n-butyl-4-methyl-6-(morpholinocarbonylamino)-benzimidazol-1-yl]-methyl]-biphenyl-2-carboxylate), FC(C(=O)O)(F)F (trifluoroacetic acid). The solvent is C(Cl)Cl (methylene chloride). The product is C(CCC)C1=NC2=C(N1CC1=CC=C(C=C1)C=1C(=CC=CC1)C(=O)O)C=C(C=C2C)NC(=O)N2CCOCC2 (4'-[[2-n-Butyl-4-methyl-6-(morpholinocarbonylamino)-benzimidazol-1-yl]-methyl]-biphenyl-2-carboxylic acid). RXN SMILES: [CH2:1]([C:5]1[N:9]([CH2:10][C:11]2[CH:16]=[CH:15][C:14]([C:17]3[C:18]([C:23]([O:25]C(C)(C)C)=[O:24])=[CH:19][CH:20]=[CH:21][CH:22]=3)=[CH:13][CH:12]=2)[C:8]2[CH:30]=[C:31]([NH:35][C:36]([N:38]3[CH2:43][CH2:42][O:41][CH2:40][CH2:39]3)=[O:37])[CH:32]=[C:33]([CH3:34])[C:7]=2[N:6]=1)[CH2:2][CH2:3][CH3:4].FC(F)(F)C(O)=O>C(Cl)Cl>[CH2:1]([C:5]1[N:9]([CH2:10][C:11]2[CH:16]=[CH:15][C:14]([C:17]3[C:18]([C:23]([OH:25])=[O:24])=[CH:19][CH:20]=[CH:21][CH:22]=3)=[CH:13][CH:12]=2)[C:8]2[CH:30]=[C:31]([NH:35][C:36]([N:38]3[CH2:39][CH2:40][O:41][CH2:42][CH2:43]3)=[O:37])[CH:32]=[C:33]([CH3:34])[C:7]=2[N:6]=1)[CH2:2][CH2:3][CH3:4]. Procedure: Prepared analogously to Example 1 from tert.butyl 4'-[[2-n-butyl-4-methyl-6-(morpholinocarbonylamino)-benzimidazol-1-yl]-methyl]-biphenyl-2-carboxylate and trifluoroacetic acid in methylene chloride. Starting materials: O (water), CC=1C=C(C=CC1)N=C=O (3-Methylphenyl isocyanate), CNN (Methyl hydrazine), CC1=C(C=CC=C1)N(C(CN1C(C=2C(C1=O)=CC=CC2)=O)=O)CC(=O)OC(C)(C)C (tert-butyl 2-[N-(2-methylphenyl)-2-phthalimidoacetamido]acetate). Run in ClCCl (dichloromethane), O1CCCC1 (tetrahydrofuran). Run at temperature 20 celsius, time 30 hour. Yields the product CC1=C(C=CC=C1)N(C(CNC(=O)NC1=CC(=CC=C1)C)=O)CC(=O)OC(C)(C)C (tert-butyl 2-{N-(2-methylphenyl)-2-[3-(3-methylphenyl)ureido]acetamido}acetate). Isolated yield 19.2%. As a reaction SMILES: CNN.[CH3:4][C:5]1[CH:10]=[CH:9][CH:8]=[CH:7][C:6]=1[N:11]([CH2:26][C:27]([O:29][C:30]([CH3:33])([CH3:32])[CH3:31])=[O:28])[C:12](=[O:25])[CH2:13][N:14]1[C:18](=[O:19])C2=CC=CC=C2C1=O.O.[CH3:35][C:36]1[CH:37]=[C:38]([N:42]=C=O)[CH:39]=[CH:40][CH:41]=1>ClCCl.O1CCCC1>[CH3:4][C:5]1[CH:10]=[CH:9][CH:8]=[CH:7][C:6]=1[N:11]([CH2:26][C:27]([O:29][C:30]([CH3:31])([CH3:32])[CH3:33])=[O:28])[C:12](=[O:25])[CH2:13][NH:14][C:18]([NH:42][C:38]1[CH:39]=[CH:40][CH:41]=[C:36]([CH3:35])[CH:37]=1)=[O:19]. Procedure: Methyl hydrazine (2.13 g) is added at a temperature in the region of 0° C. to a solution of tert-butyl 2-[N-(2-methylphenyl)-2-phthalimidoacetamido]acetate (5.5 g) in dichloromethane (90 cc). The reaction mixture is stirred for 30 hours at a temperature in the region of 20° C. and then for 1 hour under reflux. After cooling, water (100 cc) is added, the mixture is stirred and the aqueous phase is separated after settling has taken place and re-extracted with dichloromethane (2×60 cc). The organi... Reactants: Grignard reactant, FC1=CC=C(C(=O)C2=CC=C(C=C2)OCCCN2CCN(CC2)CC2=CC=CC=C2)C=C1 (4-fluoro-4'-[3-(4-benzyl-piperazin-1-yl)-propoxy]-benzophenone), [Mg] (magnesium), C(C)Br (ethyl bromide), [Cl-].[NH4+] (ammonium chloride). Solvent: CCOCC (ether), CCOCC (ether), ice water. Run at temperature 0 celsius, time 30 minute. The product is FC1=CC=C(C=C1)C(CC)(O)C1=CC=C(C=C1)OCCCN1CCN(CC1)CC1=CC=CC=C1 (1-(4-Fluorophenyl)-1-{4-[3-(4-benzyl-piperazin-1-yl)-propoxy]-phenyl}-propan-1-ol). RXN SMILES: [Mg].[CH2:2](Br)[CH3:3].[F:5][C:6]1[CH:36]=[CH:35][C:9]([C:10]([C:12]2[CH:17]=[CH:16][C:15]([O:18][CH2:19][CH2:20][CH2:21][N:22]3[CH2:27][CH2:26][N:25]([CH2:28][C:29]4[CH:34]=[CH:33][CH:32]=[CH:31][CH:30]=4)[CH2:24][CH2:23]3)=[CH:14][CH:13]=2)=[O:11])=[CH:8][CH:7]=1.[Cl-].[NH4+]>CCOCC>[F:5][C:6]1[CH:7]=[CH:8][C:9]([C:10]([C:12]2[CH:13]=[CH:14][C:15]([O:18][CH2:19][CH2:20][CH2:21][N:22]3[CH2:23][CH2:24][N:25]([CH2:28][C:29]4[CH:30]=[CH:31][CH:32]=[CH:33][CH:34]=4)[CH2:26][CH2:27]3)=[CH:16][CH:17]=2)([OH:11])[CH2:2][CH3:3])=[CH:35][CH:36]=1 |f:3.4|. Procedure: To a Grignard reactant prepared from 2.4 g. of magnesium turnings and 11 g. of ethyl bromide in 40 ml. of dry ether a solution of 10.8 g. of 4-fluoro-4'-[3-(4-benzyl-piperazin-1-yl)-propoxy]-benzophenone in 200 ml. of dry ether is added dropwise, at -30° C. The reaction mixture is stirred at 0° C. for additional 30 minutes, and is then refluxed for one hour. After cooling the reaction mixture is poured onto a solution of ammonium chloride in ice water. The ethereal phase is separated. The aqueou...